The task is: describe an organic reaction: reactants, conditions, products, and yield. This data is from the Open Reaction Database (ORD), a public repository of structured organic reaction records. Reactants: ClC=1C=CC(=NC1)C#N (5-chloropicolinonitrile), Cl (HCl). The product is ClC=1C=CC(=NC1)CN ((5-Chloropyridin-2-yl)methanamine). Isolated yield 51.1%. Procedure: A solution of 5-chloropicolinonitrile (3.8 g, 27.43 mmol), conc. HCl (3 mL) and 10% Pd—C (1.0 g) in ethanol (100 mL) was shaken under a hydrogen atmosphere (40 psi) for 2 h. The reaction mixture was filtered, concentrated and the resulting residue taken up in satd NaHCO3 (50 mL) and extracted with CH2Cl2 (4×25 mL). The combined CH2Cl2 layers were dried (Na2SO4), filtered and concentrated to give the title compound as a yellow oil (2.0 g, 51% yield). LCMS (M+H) calcd for C6H8ClN2: 143.04; found: ... The reagents and catalysts are [Pd] (Pd—C). The solvent is C(C)O (ethanol). Reaction SMILES: [Cl:1][C:2]1[CH:3]=[CH:4][C:5]([C:8]#[N:9])=[N:6][CH:7]=1.Cl>C(O)C.[Pd]>[Cl:1][C:2]1[CH:3]=[CH:4][C:5]([CH2:8][NH2:9])=[N:6][CH:7]=1. Starting materials: OC=1C=C2C=CC(=NC2=CC1)C(=O)O (6-hydroxyquinoline-2-carboxylic acid), C([O-])([O-])=O.[K+].[K+] (potassium carbonate), C(C1=CC=CC=C1)Br (benzyl bromide), Cl (hydrochloric acid). Solvent: CN(C=O)C (N,N-dimethylformamide), O1CCCC1 (tetrahydrofuran), C(C)(=O)OCC (ethyl acetate). Conditions: temperature 50 celsius, time 6 hour. The product is C(C1=CC=CC=C1)OC=1C=C2C=CC(=NC2=CC1)C(=O)OCC1=CC=CC=C1 (benzyl 6-(benzyloxy)quinoline-2-carboxylate). As a reaction SMILES: [OH:1][C:2]1[CH:3]=[C:4]2[C:9](=[CH:10][CH:11]=1)[N:8]=[C:7]([C:12]([OH:14])=[O:13])[CH:6]=[CH:5]2.C(=O)([O-])[O-].[K+].[K+].[CH2:21](Br)[C:22]1[CH:27]=[CH:26][CH:25]=[CH:24][CH:23]=1.Cl>CN(C)C=O.O1CCCC1.C(OCC)(=O)C>[CH2:21]([O:1][C:2]1[CH:3]=[C:4]2[C:9](=[CH:10][CH:11]=1)[N:8]=[C:7]([C:12]([O:14][CH2:5][C:4]1[CH:9]=[CH:10][CH:11]=[CH:2][CH:3]=1)=[O:13])[CH:6]=[CH:5]2)[C:22]1[CH:27]=[CH:26][CH:25]=[CH:24][CH:23]=1 |f:1.2.3|. Reported procedure: To a solution of 6-hydroxyquinoline-2-carboxylic acid (2.00 g) in N,N-dimethylformamide (20.0 mL) were added potassium carbonate (3.07 g) and benzyl bromide (3.02 mL), followed by stirring at 50° C. for 6 hours. The reaction mixture was left to be cooled, 1 M hydrochloric acid, ethyl acetate, and tetrahydrofuran were added thereto, and the organic layer was extracted. The organic layer was washed with water and a saturated aqueous sodium chloride solution, then dried over anhydrous sodium sulfat... Starting materials: CC(C)(C)OC(=O)N1CCc2sc(CCC(=O)O)cc2C1, CN1CCOCC1, CC(C)COC(=O)Cl, O=S(=O)(c1ccc2cc(Cl)ccc2c1)N1CCNCC1, ClCCl, Cl, C1CCOC1. The product is CC(C)(C)OC(=O)N1CCc2sc(CCC(=O)N3CCN(S(=O)(=O)c4ccc5cc(Cl)ccc5c4)CC3)cc2C1. Reaction SMILES: [C:1]([CH3:2])([CH3:3])([CH3:4])[O:5][C:6](=[O:7])[N:8]1[CH2:9][c:10]2[c:11]([s:14][c:15]([CH2:17][CH2:18][C:19](=[O:20])[OH:21])[cH:16]2)[CH2:12][CH2:13]1.[CH3:22][N:23]1[CH2:24][CH2:25][O:26][CH2:27][CH2:28]1.[Cl:29][C:30]([O:31][CH2:32][CH:33]([CH3:34])[CH3:35])=[O:36].[Cl:38][c:39]1[cH:40][c:41]2[cH:42][cH:43][c:44]([S:49](=[O:50])(=[O:51])[N:52]3[CH2:53][CH2:54][NH:55][CH2:56][CH2:57]3)[cH:45][c:46]2[cH:47][cH:48]1.[Cl:63][CH2:64][Cl:65].[ClH:37].[O:58]1[CH2:59][CH2:60][CH2:61][CH2:62]1>>[C:1]([CH3:2])([CH3:3])([CH3:4])[O:5][C:6](=[O:7])[N:8]1[CH2:9][c:10]2[c:11]([s:14][c:15]([CH2:17][CH2:18][C:19](=[O:21])[N:55]3[CH2:54][CH2:53][N:52]([S:49]([c:44]4[cH:43][cH:42][c:41]5[cH:40][c:39]([Cl:38])[cH:48][cH:47][c:46]5[cH:45]4)(=[O:50])=[O:51])[CH2:57][CH2:56]3)[cH:16]2)[CH2:12][CH2:13]1. The reactants are CS(C)=O, [Na+], BrCCCCOc1ccccc1, [OH-], O, O=C(O)c1ccc(-c2ccc(O)cc2)cc1. Yields the product O=C(O)c1ccc(-c2ccc(OCCCCOc3ccccc3)cc2)cc1. Reaction SMILES: [CH3:32][S:33](=[O:34])[CH3:35].[Na+:18].[O:19]([c:20]1[cH:21][cH:22][cH:23][cH:24][cH:25]1)[CH2:26][CH2:27][CH2:28][CH2:29][Br:30].[OH-:17].[OH2:31].[OH:1][c:2]1[cH:3][cH:4][c:5](-[c:8]2[cH:9][cH:10][c:11]([C:12](=[O:13])[OH:14])[cH:15][cH:16]2)[cH:6][cH:7]1>>[O:1]([c:2]1[cH:3][cH:4][c:5](-[c:8]2[cH:9][cH:10][c:11]([C:12](=[O:13])[OH:14])[cH:15][cH:16]2)[cH:6][cH:7]1)[CH2:29][CH2:28][CH2:27][CH2:26][O:19][c:20]1[cH:21][cH:22][cH:23][cH:24][cH:25]1. Starting materials: CC1(OCC2=C(O1)C=CC(=C2)[C@H](CNCCCCCCOCCCCC=2C=C(C=CC2)N2C(NCC2=O)=O)O)C (3-(3-{4-[(6-{[(2R)-2-(2,2-dimethyl-4H-1,3-benzodioxin-6-yl)-2-hydroxyethyl]amino}hexyl)oxy]butyl}phenyl)imidazolidine2,4-dione). Run in C(C)(=O)O (acetic acid), O (water). The product is C(C)(=O)O.O[C@@H](CNCCCCCCOCCCCC=1C=C(C=CC1)N1C(NCC1=O)=O)C1=CC(=C(C=C1)O)CO (3-[3-(4-{[6-([(2R)-2-Hydroxy-2-[4-hydroxy-3-(hydroxymethyl)phenyl]ethyl}amino)hexyl]oxy}butyl)phenyl]imidazolidine-2,4-dione acetate). The yield is 135.2%. RXN SMILES: [CH3:1][C:2]1(C)[O:7][C:6]2[CH:8]=[CH:9][C:10]([C@@H:12]([OH:39])[CH2:13][NH:14][CH2:15][CH2:16][CH2:17][CH2:18][CH2:19][CH2:20][O:21][CH2:22][CH2:23][CH2:24][CH2:25][C:26]3[CH:27]=[C:28]([N:32]4[C:36](=[O:37])[CH2:35][NH:34][C:33]4=[O:38])[CH:29]=[CH:30][CH:31]=3)=[CH:11][C:5]=2[CH2:4][O:3]1>C(O)(=O)C.O>[C:2]([OH:7])(=[O:3])[CH3:1].[OH:39][C@H:12]([C:10]1[CH:9]=[CH:8][C:6]([OH:7])=[C:5]([CH2:4][OH:3])[CH:11]=1)[CH2:13][NH:14][CH2:15][CH2:16][CH2:17][CH2:18][CH2:19][CH2:20][O:21][CH2:22][CH2:23][CH2:24][CH2:25][C:26]1[CH:27]=[C:28]([N:32]2[C:36](=[O:37])[CH2:35][NH:34][C:33]2=[O:38])[CH:29]=[CH:30][CH:31]=1 |f:3.4|. Procedure: A solution of 3-(3-{4-[(6-{[(2R)-2-(2,2-dimethyl-4H-1,3-benzodioxin-6-yl)-2-hydroxyethyl]amino}hexyl)oxy]butyl}phenyl)imidazolidine2,4-dione (414 mg) in acetic acid (20 ml) and water (5 ml) was heated to 75° C. for 30 min before evaporating to dryness. The residue was purified by chromatography on Biotage (40 g) eluting with CH2Cl2:MeOH:2M NH3 in MeOH (85:10:5). Appropriate fractions were combined and evaporated to dryness. Acetone (10 ml) was added and the mixture was re-evaporated under reduce... Starting materials: O=C1NC(N(C1)CC(=O)[O-])=O (dioxoimidazolidine-l-acetate), [N+](=O)([O-])C=1C=C(CN2C(N(C(C2=O)=O)CC(=O)O)=C)C=CC1 (3-(3-nitrobenzyl)-2-methylidene-4,5-dioxoimidazolidine-1-acetic acid), Cl (hydrochloric acid), ice, [H-].[Na+] (sodium hydride), [N+](=O)([O-])C=1C=C(CBr)C=CC1 (3-nitrobenzyl bromide). Solvent: CN(C=O)C (dimethylformamide), CN(C=O)C (dimethylformamide), CN(C=O)C (dimethylformamide). Reaction conditions: time 1 hour. The product is [N+](=O)([O-])C=1C=C(CN2C(N(CC2=O)CC(=O)OCC)=O)C=CC1 (ethyl 3-(3-nitrobenzyl)-2,4-dioxoimidazolidine-1-acetate). Reaction SMILES: [O:1]=[C:2]1[CH2:6][N:5]([CH2:7][C:8]([O-:10])=[O:9])[C:4](=[O:11])[NH:3]1.[N+:12]([C:15]1[CH:16]=[C:17]([CH:31]=[CH:32][CH:33]=1)[CH2:18]N1C(=O)C(=O)N(CC(O)=O)C1=C)([O-:14])=[O:13].[H-].[Na+].[N+]([C:39]1C=C(C=C[CH:46]=1)CBr)([O-])=O.Cl>CN(C)C=O>[N+:12]([C:15]1[CH:16]=[C:17]([CH:31]=[CH:32][CH:33]=1)[CH2:18][N:3]1[C:2](=[O:1])[CH2:6][N:5]([CH2:7][C:8]([O:10][CH2:39][CH3:46])=[O:9])[C:4]1=[O:11])([O-:14])=[O:13] |f:2.3|. Procedure details: A solution of 815 mg of the above-prepared dioxoimidazolidine-l-acetate product of paragraph (1) dissolved in 30 mL of dimethylformamide was dropped into a suspension of 221 mg of sodium hydride in 20 mL of dimethylformamide at not higher than 0° C. The mixture was stirred for one hour more at the same temperature condition and then a solution of 1.3 g of 3-nitrobenzyl bromide dissolved in 30 mL of dimethylformamide was dropped thereinto at 0° C. The reaction mixture was stirred for two hours an... The reactants are BrC=1CNC2=CC(C=C2C1)(P(OCC)(=O)OCC)P(OCC)(=O)OCC (dihydro-3-bromo-1-pyrindine-6,6-bisphosphonic acid, tetraethyl ester), C(CCC)[Li] (n-butyllithium), 4-iodobutanol trimethylsilyl (TMS) ether. The solvent is CCCCCC (hexane), C1CCOC1 (THF). Run at temperature -78 celsius, time 30 minute. Yields the product N1=CC=CC2=CC(C=C12)(P(OCC)(=O)OCC)P(OCC)(=O)OCC (1-pyrindine-6,6-bisphosphonic acid, tetraethyl ester). Reaction SMILES: Br[C:2]1[CH2:3][NH:4][C:5]2[C:9]([CH:10]=1)=[CH:8][C:7]([P:19]([O:24][CH2:25][CH3:26])(=[O:23])[O:20][CH2:21][CH3:22])([P:11]([O:16][CH2:17][CH3:18])(=[O:15])[O:12][CH2:13][CH3:14])[CH:6]=2.C([Li])CCC>C1COCC1.CCCCCC>[N:4]1[C:5]2[C:9](=[CH:8][C:7]([P:19]([O:24][CH2:25][CH3:26])(=[O:23])[O:20][CH2:21][CH3:22])([P:11]([O:12][CH2:13][CH3:14])(=[O:15])[O:16][CH2:17][CH3:18])[CH:6]=2)[CH:10]=[CH:2][CH:3]=1. Procedure: To a solution of dihydro-3-bromo-1-pyrindine-6,6-bisphosphonic acid, tetraethyl ester (10 mmol) [prepared as described in Example E (part I) hereinbefore] in THF (10 ml) cooled to -78° C. is added a solution of n-butyllithium (2.1 equivalent) in hexane over 30 minutes. The reaction is kept at -78° C. for an additional 30 minutes. To this solution is added 4-iodobutanol trimethylsilyl (TMS) ether (2.5 equivalent) and the reaction is allowed to warm to room temperature over 30 minutes. After stand... Reactants: hydrochloride salt, COC(N[C@@H](C(C)C)C(=O)N1[C@@H](CCC1)C=1NC=C(N1)C1=CC=C(C=C1)C1=CC=C(C=C1)NC(=O)C=1C=NC(=CC1)N1[C@@H](CNCC1)C)=O (((S)-2-methyl-1-{(S)-2-[4-(4′-{[6-((R)-2-methyl-piperazin-1-yl)-pyridine-3-carbonyl]-amino}-biphenyl-4-yl)-1H-imidazol-2-yl]-pyrrolidine-1-carbonyl}-propyl)-carbamic acid methyl ester), CC1([C@H](C1)C(=O)O)C ((S)-(+)-2,2-dimethylcyclopropane carboxylic acid), CN(C=O)C (N,N-dimethylformamide), 7-azabenzotriazol-1-yOuronium hexafluorophosphate, C(C)(C)N(C(C)C)CC (N,N-diisopropylethylamine). Conditions: time 8 hour. Product: COC(N[C@@H](C(C)C)C(=O)N1[C@@H](CCC1)C=1NC=C(N1)C1=CC=C(C=C1)C1=CC=C(C=C1)NC(=O)C=1C=NC(=CC1)N1[C@@H](CN(CC1)C(=O)[C@@H]1C(C1)(C)C)C)=O ([(S)-1-((S)-2-{4-[4′-({6-[(R)-4-((S)-2,2-Dimethyl-cyclopropane-carbonyl)-2-methyl-piperazin-1-yl]-pyridine-3-carbonyl}-amino)-biphenyl-4-yl]-1H-imidazol-2-yl}-pyrrolidine-1-carbonyl)-2-methyl-propyl]-carbamic acid methyl ester). Isolated yield 57.8%. RXN SMILES: [CH3:1][O:2][C:3](=[O:49])[NH:4][C@H:5]([C:9]([N:11]1[CH2:15][CH2:14][CH2:13][C@H:12]1[C:16]1[NH:17][CH:18]=[C:19]([C:21]2[CH:26]=[CH:25][C:24]([C:27]3[CH:32]=[CH:31][C:30]([NH:33][C:34]([C:36]4[CH:37]=[N:38][C:39]([N:42]5[CH2:47][CH2:46][NH:45][CH2:44][C@H:43]5[CH3:48])=[CH:40][CH:41]=4)=[O:35])=[CH:29][CH:28]=3)=[CH:23][CH:22]=2)[N:20]=1)=[O:10])[CH:6]([CH3:8])[CH3:7].[CH3:50][C:51]1([CH3:57])[CH2:53][C@@H:52]1[C:54](O)=[O:55].CN(C)C=O.C(N(CC)C(C)C)(C)C>>[CH3:1][O:2][C:3](=[O:49])[NH:4][C@H:5]([C:9]([N:11]1[CH2:15][CH2:14][CH2:13][C@H:12]1[C:16]1[NH:17][CH:18]=[C:19]([C:21]2[CH:26]=[CH:25][C:24]([C:27]3[CH:32]=[CH:31][C:30]([NH:33][C:34]([C:36]4[CH:37]=[N:38][C:39]([N:42]5[CH2:47][CH2:46][N:45]([C:54]([C@H:52]6[CH2:53][C:51]6([CH3:57])[CH3:50])=[O:55])[CH2:44][C@H:43]5[CH3:48])=[CH:40][CH:41]=4)=[O:35])=[CH:29][CH:28]=3)=[CH:23][CH:22]=2)[N:20]=1)=[O:10])[CH:6]([CH3:8])[CH3:7]. Procedure details: To a mixture of the hydrochloride salt of ((S)-2-methyl-1-{(S)-2-[4-(4′-{[6-((R)-2-methyl-piperazin-1-yl)-pyridine-3-carbonyl]-amino}-biphenyl-4-yl)-1H-imidazol-2-yl]-pyrrolidine-1-carbonyl}-propyl)-carbamic acid methyl ester (60.0 mg, 0.0775 mmol) and (S)-(+)-2,2-dimethylcyclopropane carboxylic acid (10.6 mg, 0.093 mmol) in N,N-dimethylformamide (1.5 mL, 19 mmol) at RT was added N,N,N′,N′-tetramethyl-O-(7-azabenzotriazol-1-yOuronium hexafluorophosphate (35.4 mg, 0.093 mmol) and N,N-diisopropyle...